Dataset: the Open Reaction Database (ORD), a public repository of structured organic reaction records. Task: describe an organic reaction: reactants, conditions, products, and yield Reactants: ClC1=C(C(=CC(=C1)CNC(=NC(CC1=CNC2=CC=C(C=C12)OC)=O)N)Cl)NC(C)=O (N-(2,6-Dichloro-4-{N′-[2-(5-methoxy-1H-indol-3-yl)-acetyl]-guanidinomethyl}-phenyl)-acetamide), ClN(CC1=CC=CC=C1)Cl (dichlorobenzyl amine), ( B ), FC=1C=C2C(=CNC2=CC1)CC(=O)O (2-(5-fluoro-1H-indol-3-yl)acetic acid), ( A ). Yields the product ClC=1C=C(CNC(=N)NC(CC2=CNC3=CC=C(C=C23)F)=O)C=C(C1)Cl (N-(3,5-Dichloro-benzyl)-N′-[2-(5-fluoro-1H-indol-3-yl)-acetyl]-guanidine). Reaction SMILES: [Cl:1][C:2]1[CH:7]=[C:6]([CH2:8][NH:9][C:10]([NH2:26])=[N:11][C:12](=[O:25])[CH2:13][C:14]2[C:22]3[C:17](=[CH:18][CH:19]=[C:20](OC)[CH:21]=3)[NH:16][CH:15]=2)[CH:5]=[C:4]([Cl:27])[C:3]=1NC(=O)C.[F:32]C1C=C2C(=CC=1)NC=C2CC(O)=O.ClN(Cl)CC1C=CC=CC=1>>[Cl:1][C:2]1[CH:7]=[C:6]([CH:5]=[C:4]([Cl:27])[CH:3]=1)[CH2:8][NH:9][C:10]([NH:11][C:12](=[O:25])[CH2:13][C:14]1[C:22]2[C:17](=[CH:18][CH:19]=[C:20]([F:32])[CH:21]=2)[NH:16][CH:15]=1)=[NH:26]. Reported procedure: In a manner similar to that used in the preparation of the compound of example 2, but using 2-(5-fluoro-1H-indol-3-yl)acetic acid in step 4 (A) and dichlorobenzyl amine in step 4 (B), the title compound was prepared. MS (ESI) (M+H)+=393.24. 1H-NMR (500 MHz, CDCl3) δ 7.53 (s, 1 H), 7.08 (d, 1 H), 6.87 (bs, 3 H), 6.84 (bs, 4 H), 6.42 (m, 1 H), 4.38 (s, 2 H), 4.12 (s, 2 H). Reactants: C1(CC1)C1=CC=C(C=N1)NC1=CC=C(C(=N1)F)C(=O)C1=CN(C2=NC=C(C=C21)C)[Si](C(C)C)(C(C)C)C(C)C ([6-(6-cyclopropyl-pyridin-3-ylamino)-2-fluoro-pyridin-3-yl]-(5-methyl-1-triisopropylsilanyl-1H-pyrrolo[2,3-b]pyridin-3-yl)-methanone), trihydrate, O (Water). The solvent is O1CCCC1 (tetrahydrofuran), [F-].C(CCC)[N+](CCCC)(CCCC)CCCC (tetrabutylammonium fluoride). Reaction conditions: time 30 minute. The product is C1(CC1)C1=CC=C(C=N1)NC1=CC=C(C(=N1)F)C(=O)C1=CNC2=NC=C(C=C21)C ([6-(6-cyclopropyl-pyridin-3-ylamino)-2-fluoro-pyridin-3-yl]-(5-methyl-1H-pyrrolo[2,3-b]pyridin-3-yl)-methanone). Isolated yield 84.7%. Reaction SMILES: [CH:1]1([C:4]2[N:9]=[CH:8][C:7]([NH:10][C:11]3[N:16]=[C:15]([F:17])[C:14]([C:18]([C:20]4[C:28]5[C:23](=[N:24][CH:25]=[C:26]([CH3:29])[CH:27]=5)[N:22]([Si](C(C)C)(C(C)C)C(C)C)[CH:21]=4)=[O:19])=[CH:13][CH:12]=3)=[CH:6][CH:5]=2)[CH2:3][CH2:2]1.O>O1CCCC1.[F-].C([N+](CCCC)(CCCC)CCCC)CCC>[CH:1]1([C:4]2[N:9]=[CH:8][C:7]([NH:10][C:11]3[N:16]=[C:15]([F:17])[C:14]([C:18]([C:20]4[C:28]5[C:23](=[N:24][CH:25]=[C:26]([CH3:29])[CH:27]=5)[NH:22][CH:21]=4)=[O:19])=[CH:13][CH:12]=3)=[CH:6][CH:5]=2)[CH2:2][CH2:3]1 |f:3.4|. Reported procedure: To [6-(6-cyclopropyl-pyridin-3-ylamino)-2-fluoro-pyridin-3-yl]-(5-methyl-1-triisopropylsilanyl-1H-pyrrolo[2,3-b]pyridin-3-yl)-methanone (74, 134 mg, 0.25 mmol) in 10 mL of tetrahydrofuran, tetrabutylammonium fluoride, trihydrate (85.53 mg, 0.27 mmol) is added and the reaction stirred at room temperature for 30 minutes. Water is added and the mixture is extracted with ethyl acetate. The organic layer is washed with water and brine, dried with magnesium sulfate, filtered and the filtrate concentra... The reactants are Cl (hydrochloric acid), C(C)(=O)OC1=CC(=CC=C1)C(NC=1SC(=CN1)S(=O)(=O)C)=O (3-{[5-(methylsulfonyl)-1,3-thiazol-2-yl]carbamoyl}phenyl acetate). The solvent is O1CCCC1 (tetrahydrofuran). Product: OC=1C=C(C(=O)NC=2SC(=CN2)S(=O)(=O)C)C=CC1 (3-hydroxy-N-[5-(methylsulfonyl)-1,3-thiazol-2-yl]benzamide). Isolated yield 56.0%. Reaction SMILES: Cl.C([O:5][C:6]1[CH:11]=[CH:10][CH:9]=[C:8]([C:12](=[O:23])[NH:13][C:14]2[S:15][C:16]([S:19]([CH3:22])(=[O:21])=[O:20])=[CH:17][N:18]=2)[CH:7]=1)(=O)C>O1CCCC1>[OH:5][C:6]1[CH:7]=[C:8]([CH:9]=[CH:10][CH:11]=1)[C:12]([NH:13][C:14]1[S:15][C:16]([S:19]([CH3:22])(=[O:21])=[O:20])=[CH:17][N:18]=1)=[O:23]. Procedure: 2 M hydrochloric acid (40.0 mL) was added to a suspension of 79 (0.370 g, 1.09 mmol) in tetrahydrofuran (17.0 mL), and the reaction was warmed to reflux. The reaction became homogeneous upon heating. After refluxing for 4 hours, the reaction was allowed to cool to room temperature, and concentrated in vacuo. The residue was suspended in water and filtered. The filter pad was washed with water, air dried, and then re-dissolved in a minimum amount of warm THF. Water was added to the warm THF solut... The reactants are CCCC1(CCC)CNC1, CC(CCl)N1C(=O)N(c2cccc(Cl)c2)CC1C, c1ccccc1. Product: CCCC1(CCC)CN(CC(C)N2C(=O)N(c3cccc(Cl)c3)CC2C)C1. Reaction SMILES: [CH2:19]([CH2:20][CH3:21])[C:22]1([CH2:26][CH2:27][CH3:28])[CH2:23][NH:24][CH2:25]1.[Cl:1][CH2:2][CH:3]([CH3:4])[N:5]1[C:6](=[O:18])[N:7]([c:11]2[cH:12][c:13]([Cl:17])[cH:14][cH:15][cH:16]2)[CH2:8][CH:9]1[CH3:10].[cH:29]1[cH:30][cH:31][cH:32][cH:33][cH:34]1>>[CH2:2]([CH:3]([CH3:4])[N:5]1[C:6](=[O:18])[N:7]([c:11]2[cH:12][c:13]([Cl:17])[cH:14][cH:15][cH:16]2)[CH2:8][CH:9]1[CH3:10])[N:24]1[CH2:23][C:22]([CH2:19][CH2:20][CH3:21])([CH2:26][CH2:27][CH3:28])[CH2:25]1.